This data is from the Open Reaction Database (ORD), a public repository of structured organic reaction records. The task is: describe an organic reaction: reactants, conditions, products, and yield Starting materials: C1(=CC=CC=C1)C1=NC2=CC=C(C=C2C(C1)=O)C(=O)OC (methyl 2-phenyl-4-quinolone-6-carboxylate), CI (methyl iodide), C([O-])([O-])=O.[K+].[K+] (potassium carbonate), CN(C=O)C (dimethyl formamide). The solvent is O (water). Run at temperature 60 celsius, time 4 hour. Yields the product CN1C(=CC(C2=CC(=CC=C12)C(=O)OC)=O)C1=CC=CC=C1 (Methyl 1-methyl-2-phenyl-4-quinolone-6-carboxylate). Reaction SMILES: [C:1]1([C:7]2[CH2:16][C:15](=[O:17])[C:14]3[C:9](=[CH:10][CH:11]=[C:12]([C:18]([O:20][CH3:21])=[O:19])[CH:13]=3)[N:8]=2)[CH:6]=[CH:5][CH:4]=[CH:3][CH:2]=1.CI.[C:24](=O)([O-])[O-].[K+].[K+].CN(C)C=O>O>[CH3:24][N:8]1[C:9]2[C:14](=[CH:13][C:12]([C:18]([O:20][CH3:21])=[O:19])=[CH:11][CH:10]=2)[C:15](=[O:17])[CH:16]=[C:7]1[C:1]1[CH:2]=[CH:3][CH:4]=[CH:5][CH:6]=1 |f:2.3.4|. Procedure details: A mixture of 2 grams of methyl 2-phenyl-4-quinolone-6-carboxylate (obtained in Example 1), 16 ml of methyl iodide, 2 grams of potassium carbonate and 50 ml of dimethyl formamide is stirred for four hours at 60° C. After cooling, the mixture is poured into water and extracted with ethyl acetate. From the extract ethylacetate is evaporated, the residue is purified by silica chromatography, and 1.8 grams of methyl 1-methyl-2-phenyl-4-quinolone-6-carboxylate, colorless powder, melting point 174° to ... The reactants are O=C(OC(Cl)(Cl)Cl)OC(Cl)(Cl)Cl, Cc1cn(N)c(=O)[nH]c1=O, C1CCOC1. Product: Cc1cn(NC(=O)Cl)c(=O)[nH]c1=O. RXN SMILES: [Cl:11][C:12]([Cl:13])([O:14][C:15](=[O:16])[O:17][C:18]([Cl:19])([Cl:20])[Cl:21])[Cl:22].[NH2:1][n:2]1[c:3](=[O:4])[nH:5][c:6](=[O:7])[c:8]([CH3:9])[cH:10]1.[O:23]1[CH2:24][CH2:25][CH2:26][CH2:27]1>>[NH:1]([n:2]1[c:3](=[O:4])[nH:5][c:6](=[O:7])[c:8]([CH3:9])[cH:10]1)[C:12]([Cl:11])=[O:14]. Reactants: BrC1=C(C=C(C=C1)C(=O)N1CCN(CC1)C1=C(C=C(C=C1)C)C)Cl ((4-bromo-3-chlorophenyl)[4-(2,4-dimethylphenyl)piperazin-1-yl]methanone), COC(=O)C1CNC(C1)=O (5-oxopyrrolidine-3-carboxylic acid methyl ester). Product: COC(=O)C1CN(C(C1)=O)C1=C(C=C(C=C1)C(=O)N1CCN(CC1)C1=C(C=C(C=C1)C)C)Cl (1-{2-chloro-4-[4-(2,4-dimethylphenyl)piperazine-1-carbonyl]phenyl}-5-oxopyrrolidine-3-carboxylic acid methyl ester). Yield: 85.3%. RXN SMILES: Br[C:2]1[CH:7]=[CH:6][C:5]([C:8]([N:10]2[CH2:15][CH2:14][N:13]([C:16]3[CH:21]=[CH:20][C:19]([CH3:22])=[CH:18][C:17]=3[CH3:23])[CH2:12][CH2:11]2)=[O:9])=[CH:4][C:3]=1[Cl:24].[CH3:25][O:26][C:27]([CH:29]1[CH2:33][C:32](=[O:34])[NH:31][CH2:30]1)=[O:28]>>[CH3:25][O:26][C:27]([CH:29]1[CH2:33][C:32](=[O:34])[N:31]([C:2]2[CH:7]=[CH:6][C:5]([C:8]([N:10]3[CH2:15][CH2:14][N:13]([C:16]4[CH:21]=[CH:20][C:19]([CH3:22])=[CH:18][C:17]=4[CH3:23])[CH2:12][CH2:11]3)=[O:9])=[CH:4][C:3]=2[Cl:24])[CH2:30]1)=[O:28]. Reported procedure: Using (4-bromo-3-chlorophenyl)[4-(2,4-dimethylphenyl)piperazin-1-yl]methanone (2.90 g) described in Preparation Example 171 and 5-oxopyrrolidine-3-carboxylic acid methyl ester (1.00 g) and by the reaction and treatment in the same manner as in Example 1, 1-{2-chloro-4-[4-(2,4-dimethylphenyl)piperazine-1-carbonyl]phenyl}-5-oxopyrrolidine-3-carboxylic acid methyl ester (2.80 g) was obtained. The so obtained 1-{2-chloro-4-[4-(2,4-dimethylphenyl)piperazine-1-carbonyl]phenyl}-5-oxopyrrolidine-3-carbo... Reactants: CC(=O)O, O=C1CCc2ccccc2O1, [Zn]. Yields the product c1ccc2c(c1)CCCO2. RXN SMILES: [C:12]([OH:13])(=[O:14])[CH3:15].[O:1]1[C:2](=[O:11])[CH2:3][CH2:4][c:5]2[cH:6][cH:7][cH:8][cH:9][c:10]21.[Zn:16]>>[O:1]1[CH2:2][CH2:3][CH2:4][c:5]2[cH:6][cH:7][cH:8][cH:9][c:10]21. The reactants are C(C1=CC=CC=C1)OC(=O)N1CC(C(C1)OC)(C)NC(=O)OC(C)(C)C (1-benzyloxycarbonyl-3-(tert-butoxycarbonylamino) 4-methoxy-3-methylpyrrolidine). The reagents and catalysts are [C].[Pd] (palladium-carbon). Run in CO (methanol), [H][H] (hydrogen). Product: C(C)(C)(C)OC(=O)NC1(CNCC1OC)C (3-(tert-Butoxycarbonylamino)-4-methoxy-3-methylpyrrolidine). As a reaction SMILES: C(OC([N:11]1[CH2:15][CH:14]([O:16][CH3:17])[C:13]([NH:19][C:20]([O:22][C:23]([CH3:26])([CH3:25])[CH3:24])=[O:21])([CH3:18])[CH2:12]1)=O)C1C=CC=CC=1>CO.[C].[Pd].[H][H]>[C:23]([O:22][C:20]([NH:19][C:13]1([CH3:18])[CH:14]([O:16][CH3:17])[CH2:15][NH:11][CH2:12]1)=[O:21])([CH3:26])([CH3:25])[CH3:24] |f:2.3|. Procedure details: To a solution of 1-benzyloxycarbonyl-3-(tert-butoxycarbonylamino) 4-methoxy-3-methylpyrrolidine (fraction α) (0.29 g, 0.8 mmol) in methanol (10 mL), 5% palladium-carbon catalyst (water content, 50%; 0.15 g) was added, and the suspension was stirred at room temperature for 16.5 hours in hydrogen atmosphere. The reaction mixture was filtered through celite, and the filtrate was concentrated under reduced pressure to obtain the title compound as a colorless oily product. This product was used in th... The reactants are ClC1=NC2=CC=C(C=C2N=C1)OC (2-cliloro-6-methoxy-quinoxaline), NC1=CC=CC=C1 (aniline). Run in C(Cl)Cl (CH2Cl2). Reaction conditions: temperature 120 celsius, time 1.5 hour. The product is Cl.N(C1=CC=CC=C1)C1=NC2=CC=C(C=C2N=C1)OC (2-Anilino-6-methoxy-quinoxaline hydrochloride). As a reaction SMILES: [Cl:1][C:2]1[CH:11]=[N:10][C:9]2[C:4](=[CH:5][CH:6]=[C:7]([O:12][CH3:13])[CH:8]=2)[N:3]=1.[NH2:14][C:15]1[CH:20]=[CH:19][CH:18]=[CH:17][CH:16]=1>C(Cl)Cl>[ClH:1].[NH:14]([C:2]1[CH:11]=[N:10][C:9]2[C:4](=[CH:5][CH:6]=[C:7]([O:12][CH3:13])[CH:8]=2)[N:3]=1)[C:15]1[CH:20]=[CH:19][CH:18]=[CH:17][CH:16]=1 |f:3.4|. Reported procedure: To 2-cliloro-6-methoxy-quinoxaline (0.93 g, 4.8 mmol) under argon is added aniline (1.3 mL, 14.3 mmol). The reaction mixture is heated at 120° C. for 2 hours, then at 150° C. for 1.5 hours. The mixture is cooled and CH2Cl2 is added. The resulting suspension is stirred and the orange solid is filtered off, washed with CH2Cl2/Et2O, then stirred vigorously in H2O for 40 minutes, filtered, and washed with Et2O to provide a bright-yellow solid. The reactants are NC(=O)NC=1NC2=CC(=CC=C2C1C(N)=O)B1OC(C)(C)C(C)(C)O1 (2-aminocarbonylamino-3-carbamoylindole-6-boronic acid pinacol ester), NC(=O)NC=1NC2=CC(=CC=C2C1C(N)=O)B1OC(C)(C)C(C)(C)O1 (2-aminocarbonylamino-3-carbamoylindole-6-boronic acid pinacol ester), C(O)([O-])=O.[Na+] (sodium hydrogen carbonate), BrC1=NC=CC(=C1)CO (2-bromopyridine-4-methanol). Reagents/catalysts: C=1C=CC(=CC1)[P](C=2C=CC=CC2)(C=3C=CC=CC3)[Pd]([P](C=4C=CC=CC4)(C=5C=CC=CC5)C=6C=CC=CC6)([P](C=7C=CC=CC7)(C=8C=CC=CC8)C=9C=CC=CC9)[P](C=1C=CC=CC1)(C=1C=CC=CC1)C=1C=CC=CC1 (tetrakis(triphenylphosphine)palladium). The solvent is [Cl-].[Na+].O (Brine), O.O1CCOCC1 (water 1,4-dioxane). Reaction conditions: temperature 100 celsius, time 6 hour. Yields the product NC(=O)NC=1NC2=CC(=CC=C2C1C(=O)N)C1=NC=CC(=C1)CO (2-Aminocarbonylamino-6-(4-hydroxymethylpyridin-2-yl)indole-3-carboxamide). Yield: 23.6%. RXN SMILES: [NH2:1][C:2]([NH:4][C:5]1[NH:6][C:7]2[C:12]([C:13]=1[C:14](=[O:16])[NH2:15])=[CH:11][CH:10]=[C:9](B1OC(C)(C)C(C)(C)O1)[CH:8]=2)=[O:3].C(=O)([O-])O.[Na+].Br[C:32]1[CH:37]=[C:36]([CH2:38][OH:39])[CH:35]=[CH:34][N:33]=1>O.O1CCOCC1.[Cl-].[Na+].O.C1C=CC([P]([Pd]([P](C2C=CC=CC=2)(C2C=CC=CC=2)C2C=CC=CC=2)([P](C2C=CC=CC=2)(C2C=CC=CC=2)C2C=CC=CC=2)[P](C2C=CC=CC=2)(C2C=CC=CC=2)C2C=CC=CC=2)(C2C=CC=CC=2)C2C=CC=CC=2)=CC=1>[NH2:1][C:2]([NH:4][C:5]1[NH:6][C:7]2[C:12]([C:13]=1[C:14]([NH2:15])=[O:16])=[CH:11][CH:10]=[C:9]([C:32]1[CH:37]=[C:36]([CH2:38][OH:39])[CH:35]=[CH:34][N:33]=1)[CH:8]=2)=[O:3] |f:1.2,4.5,6.7.8,^1:53,55,74,93|. Procedure details: A solution mixture of 2-aminocarbonylamino-3-carbamoylindole-6-boronic acid pinacol ester (Compound 6-1, 90 mg, 0.26 mmol), sodium hydrogen carbonate (55 mg, 0.65 mmol), 2-bromopyridine-4-methanol (58 mg, 0.31 mmol) and tetrakis(triphenylphosphine)palladium (0) (15 mg, 0.013 mmol) in water-1,4-dioxane (1:3, 15 mL) was stirred at 100° C. for 6 hours. Brine (5 mL) was added to the reaction mixture, and the whole was extracted with ethyl acetate (5 mL). The organic layer was dried over anhydrous ma...